The task is: describe an organic reaction: reactants, conditions, products, and yield. This data is from the Open Reaction Database (ORD), a public repository of structured organic reaction records. Starting materials: CO, N, O, CC(C)CCn1c(CO)nc2cc(C(=O)O)ccc21, O=S(=O)(O)O. The product is COC(=O)c1ccc2c(c1)nc(CO)n2CCC(C)C. Reaction SMILES: [CH3:27][OH:28].[NH3:25].[OH2:26].[OH:1][CH2:2][c:3]1[n:4][c:5]2[c:6]([n:7]1[CH2:8][CH2:9][CH:10]([CH3:11])[CH3:12])[cH:13][cH:14][c:15]([C:17](=[O:18])[OH:19])[cH:16]2.[S:20](=[O:21])(=[O:22])([OH:23])[OH:24]>>[OH:1][CH2:2][c:3]1[n:4][c:5]2[c:6]([n:7]1[CH2:8][CH2:9][CH:10]([CH3:11])[CH3:12])[cH:13][cH:14][c:15]([C:17]([O:18][CH3:27])=[O:19])[cH:16]2. Reactants: Cc1ccc(Br)cc1[N+](=O)[O-], CCO, [K+], O=[Mn](=O)(=O)[O-], O, c1ccncc1. Yields the product O=C(O)c1ccc(Br)cc1[N+](=O)[O-]. Reaction SMILES: [Br:1][c:2]1[cH:3][c:4]([N+:9](=[O:10])[O-:11])[c:5]([CH3:8])[cH:6][cH:7]1.[CH3:25][CH2:26][OH:27].[K+:24].[Mn:19](=[O:20])([O-:21])(=[O:22])=[O:23].[OH2:18].[cH:12]1[cH:13][cH:14][n:15][cH:16][cH:17]1>>[Br:1][c:2]1[cH:3][c:4]([N+:9](=[O:10])[O-:11])[c:5]([C:8](=[O:18])[OH:20])[cH:6][cH:7]1. Starting materials: COC(=O)COC1=C(C(NC2=CC(=CC=C12)Cl)=O)C1=CC=CC=C1 (4-methoxycarbonylmethoxy-7-chloro-3-phenyl-2(1H)-quinolone), [OH-].[Li+] (lithium hydroxide). Run in O1CCCC1 (tetrahydrofuran). Product: C(=O)(O)COC1=C(C(NC2=CC(=CC=C12)Cl)=O)C1=CC=CC=C1 (4-Carboxymethoxy-7-chloro-3-phenyl-2(1H)-quinolone). Reaction SMILES: C[O:2][C:3]([CH2:5][O:6][C:7]1[C:16]2[C:11](=[CH:12][C:13]([Cl:17])=[CH:14][CH:15]=2)[NH:10][C:9](=[O:18])[C:8]=1[C:19]1[CH:24]=[CH:23][CH:22]=[CH:21][CH:20]=1)=[O:4].[OH-].[Li+]>O1CCCC1>[C:3]([CH2:5][O:6][C:7]1[C:16]2[C:11](=[CH:12][C:13]([Cl:17])=[CH:14][CH:15]=2)[NH:10][C:9](=[O:18])[C:8]=1[C:19]1[CH:24]=[CH:23][CH:22]=[CH:21][CH:20]=1)([OH:4])=[O:2] |f:1.2|. Procedure details: A solution of 4-methoxycarbonylmethoxy-7-chloro-3-phenyl-2(1H)-quinolone (Example 14) (0.13 g) in 50 ml tetrahydrofuran was stirred at room temperature for 30 mins with lithium hydroxide (18.2ml, 0.5M solution). The solvent was removed in vacuo and the residue was dissolved in water and acidified to pH1 (1 N HCl). The precipitate was collected by filtration to give the title compound, 23 mg; mp 269°-272° C. (propan-2-ol then DMF-water); Found: C, 61.63; H, 3.61; N, 4.60.C17H12NO4Cl requires C, 6... Reactants: CC(C)(C)n1nc(CCC=O)cc1-c1ccc(Cl)cc1, CCN(C(C)C)C(C)C, c1ccc(N2CCNCC2)cc1. Yields the product CC(C)(C)n1nc(CCCN2CCN(c3ccccc3)CC2)cc1-c1ccc(Cl)cc1. As a reaction SMILES: [C:1]([CH3:2])([CH3:3])([CH3:4])[n:5]1[n:6][c:7]([CH2:17][CH2:18][CH:19]=[O:20])[cH:8][c:9]1-[c:10]1[cH:11][cH:12][c:13]([Cl:16])[cH:14][cH:15]1.[CH:33]([N:34]([CH2:35][CH3:36])[CH:37]([CH3:38])[CH3:39])([CH3:40])[CH3:41].[c:21]1([N:27]2[CH2:28][CH2:29][NH:30][CH2:31][CH2:32]2)[cH:22][cH:23][cH:24][cH:25][cH:26]1>>[C:1]([CH3:2])([CH3:3])([CH3:4])[n:5]1[n:6][c:7]([CH2:17][CH2:18][CH2:19][N:30]2[CH2:29][CH2:28][N:27]([c:21]3[cH:22][cH:23][cH:24][cH:25][cH:26]3)[CH2:32][CH2:31]2)[cH:8][c:9]1-[c:10]1[cH:11][cH:12][c:13]([Cl:16])[cH:14][cH:15]1. Starting materials: IN1C(CCC1=O)=O (N-iodosuccinimide), O.C1(=CC=C(C=C1)S(=O)(=O)O)C (p-toluenesulfonic acid monohydrate), COC(C1=C(C=NC=C1NC1=C(C=CC=C1)F)C1=C(C=CC=C1)F)=O (3-(2-fluoro-phenyl)-5-(2-fluoro-phenylamino)-isonicotinic acid methyl ester). Run at temperature 60 celsius, time 8 hour. The product is COC(C1=C(C=NC=C1NC1=C(C=C(C=C1)I)F)C1=C(C=CC=C1)F)=O (3-(2-Fluoro-phenyl)-5-(2-fluoro-4-iodo-phenylamino)-isonicotinic acid methyl ester). Isolated yield 78.5%. As a reaction SMILES: [I:1]N1C(=O)CCC1=O.O.C1(C)C=CC(S(O)(=O)=O)=CC=1.[CH3:21][O:22][C:23](=[O:45])[C:24]1[C:29]([NH:30][C:31]2[CH:36]=[CH:35][CH:34]=[CH:33][C:32]=2[F:37])=[CH:28][N:27]=[CH:26][C:25]=1[C:38]1[CH:43]=[CH:42][CH:41]=[CH:40][C:39]=1[F:44]>>[CH3:21][O:22][C:23](=[O:45])[C:24]1[C:29]([NH:30][C:31]2[CH:36]=[CH:35][C:34]([I:1])=[CH:33][C:32]=2[F:37])=[CH:28][N:27]=[CH:26][C:25]=1[C:38]1[CH:43]=[CH:42][CH:41]=[CH:40][C:39]=1[F:44] |f:1.2|. Procedure details: N-iodosuccinimide (400 mg, 1.76 mmol) and p-toluenesulfonic acid monohydrate (670 mg, 3.53 mmol) were added to a solution of 3-(2-fluoro-phenyl)-5-(2-fluoro-phenylamino)-isonicotinic acid methyl ester (480 mg, 1.41 mmol), and stirred overnight at 60° C. The reaction mixture was quenched with Na2S2O3 (1 mL, 10% aqueous solution), diluted with CH2Cl2, and filtered through an Extrelut column. The column was washed with CH2Cl2, and the filtrate was concentrated. The crude product was purified via Bi... Reactants: [N+](=O)([O-])C=1C(=CC=2CCCCC2C1)O (5,6,7,8-tetrahydro-3-nitro-2-naphthol), BrC(C(=O)OC)CCCCBr (methyl 2,6-dibromohexanoate). Product: BrCCCCC(C(=O)OC)OC1=CC=2CCCCC2C=C1[N+](=O)[O-] (methyl 6-bromo-2-(5,6,7,8-tetrahydro-3-nitro-2-naphthyloxy)hexanoate). As a reaction SMILES: [N+:1]([C:4]1[C:5]([OH:14])=[CH:6][C:7]2[CH2:8][CH2:9][CH2:10][CH2:11][C:12]=2[CH:13]=1)([O-:3])=[O:2].Br[CH:16]([CH2:21][CH2:22][CH2:23][CH2:24][Br:25])[C:17]([O:19][CH3:20])=[O:18]>>[Br:25][CH2:24][CH2:23][CH2:22][CH2:21][CH:16]([O:14][C:5]1[C:4]([N+:1]([O-:3])=[O:2])=[CH:13][C:12]2[CH2:11][CH2:10][CH2:9][CH2:8][C:7]=2[CH:6]=1)[C:17]([O:19][CH3:20])=[O:18]. Reported procedure: In a manner similar to that of Reference Example 5, 5,6,7,8-tetrahydro-3-nitro-2-naphthol was allowed to react with methyl 2,6-dibromohexanoate to give methyl 6-bromo-2-(5,6,7,8-tetrahydro-3-nitro-2-naphthyloxy)hexanoate as an oily product, which was then allowed to react, in a manner similar to that of Reference Example 8, with 1-(4-fluorophenyl)piperadine to obtain methyl 6-[4-(4-fluorophenyl)-1-piperazinyl]-2-(5,6,7,8-tetrahydro-3-nitro-2-naphthyloxy) hexanoate as an oily product. The overall... Product: ClC1=C(OC=2C=CC(=NC2)OC(C)C(=O)OC)C=C(C(=C1)F)N1C(N(C(=CC1=O)C(F)(F)F)C)=O (5-{2-chloro-4-fluoro-5-[3-methyl-2,6-dioxo-4-(trifluoromethyl)-1,2,3,6-tetrahydropyrimidin-1-yl]phenoxy}-2-{1-(methoxycarbonyl)ethoxy}pyridine). Procedure details: To a mixture of 60 mg of 5-{2-chloro-4-fluoro-5-[3-methyl-2,6-dioxo-4-(trifluoromethyl)-1,2,3,6-tetrahydropyrimidin-1-yl]phenoxy}-2-pyridone, 1.0 ml of tetrahydrofuran, 25 mg of methyl lactate, and 64 mg of triphenylphosphine, 123 mg of a 40% solution of diisopropyl azodicarboxylate in toluene, and the mixture was stirred for 2 hours at room temperature. The reaction solution was poured into water, and extracted with ethyl acetate. The organic layer was washed with saturated saline, dried over a... Reaction SMILES: [Cl:1][C:2]1[CH:15]=[C:14]([F:16])[C:13]([N:17]2[C:22](=[O:23])[CH:21]=[C:20]([C:24]([F:27])([F:26])[F:25])[N:19]([CH3:28])[C:18]2=[O:29])=[CH:12][C:3]=1[O:4][C:5]1[CH:6]=[CH:7][C:8](=[O:11])[NH:9][CH:10]=1.[C:30]([O:35][CH3:36])(=[O:34])[CH:31]([CH3:33])O.C1(P(C2C=CC=CC=2)C2C=CC=CC=2)C=CC=CC=1.N(C(OC(C)C)=O)=NC(OC(C)C)=O>C1(C)C=CC=CC=1.O.O1CCCC1>[Cl:1][C:2]1[CH:15]=[C:14]([F:16])[C:13]([N:17]2[C:22](=[O:23])[CH:21]=[C:20]([C:24]([F:27])([F:26])[F:25])[N:19]([CH3:28])[C:18]2=[O:29])=[CH:12][C:3]=1[O:4][C:5]1[CH:6]=[CH:7][C:8]([O:11][CH:31]([C:30]([O:35][CH3:36])=[O:34])[CH3:33])=[N:9][CH:10]=1. Reaction conditions: time 2 hour. Yield: 27.8%. Starting materials: ClC1=C(OC=2C=CC(NC2)=O)C=C(C(=C1)F)N1C(N(C(=CC1=O)C(F)(F)F)C)=O (5-{2-chloro-4-fluoro-5-[3-methyl-2,6-dioxo-4-(trifluoromethyl)-1,2,3,6-tetrahydropyrimidin-1-yl]phenoxy}-2-pyridone), C(C(O)C)(=O)OC (methyl lactate), C1(=CC=CC=C1)P(C1=CC=CC=C1)C1=CC=CC=C1 (triphenylphosphine), solution, N(=NC(=O)OC(C)C)C(=O)OC(C)C (diisopropyl azodicarboxylate). Solvent: C1(=CC=CC=C1)C (toluene), O1CCCC1 (tetrahydrofuran), O (water). Reactants: BrCCCCCCBr, [Li]CCCC, COc1cccc(C(C)(C)C)c1OC, CCCCCC, C1CCOC1. The product is COc1c(CCCCCCBr)ccc(C(C)(C)C)c1OC. RXN SMILES: [Br:20][CH2:21][CH2:22][CH2:23][CH2:24][CH2:25][CH2:26][Br:27].[CH2:15]([Li:16])[CH2:17][CH2:18][CH3:19].[CH3:1][O:2][c:3]1[c:4]([O:13][CH3:14])[c:5]([C:9]([CH3:10])([CH3:11])[CH3:12])[cH:6][cH:7][cH:8]1.[CH3:33][CH2:34][CH2:35][CH2:36][CH2:37][CH3:38].[O:28]1[CH2:29][CH2:30][CH2:31][CH2:32]1>>[CH3:1][O:2][c:3]1[c:4]([O:13][CH3:14])[c:5]([C:9]([CH3:10])([CH3:11])[CH3:12])[cH:6][cH:7][c:8]1[CH2:26][CH2:25][CH2:24][CH2:23][CH2:22][CH2:21][Br:20]. The product is O1C(=CC=C1)C(C(=O)Cl)=C (furylacrylic acid chloride). Starting materials: O1C(=CC=C1)C(C(=O)O)=C (Furylacrylic acid), S(=O)(Cl)Cl (thionyl chloride), O=S(Cl)Cl (SOCl2). Procedure details: Furylacrylic acid (marketed by Aldrich) and excess thionyl chloride, SOCl2, are first reacted together at reflux for several hours in order to obtain furylacrylic acid chloride. As a reaction SMILES: [O:1]1[CH:5]=[CH:4][CH:3]=[C:2]1[C:6](=[CH2:10])[C:7](O)=[O:8].S(Cl)([Cl:13])=O>>[O:1]1[CH:5]=[CH:4][CH:3]=[C:2]1[C:6](=[CH2:10])[C:7]([Cl:13])=[O:8].